This data is from the Open Reaction Database (ORD), a public repository of structured organic reaction records. The task is: describe an organic reaction: reactants, conditions, products, and yield Starting materials: C(CCCC)NC=1N=CNC1C(=N)SC (methyl 4-(pentylamino)-1H-imidazole-5-carbimidothioate), FC(C(=O)NN)(F)F (trifluoroacetic acid hydrazide). The solvent is C(C)O (ethanol). Yields the product C(CCCC)NC=1N=CNC1C1=NC(=NN1)C(F)(F)F (N-pentyl-5-[3-(trifluoromethyl)-1H-1,2,4-triazol-5-yl]-1H-imidazol-4-amine). As a reaction SMILES: [CH2:1]([NH:6][C:7]1[N:8]=[CH:9][NH:10][C:11]=1[C:12](SC)=[NH:13])[CH2:2][CH2:3][CH2:4][CH3:5].[F:16][C:17]([F:23])([F:22])[C:18]([NH:20][NH2:21])=O>C(O)C>[CH2:1]([NH:6][C:7]1[N:8]=[CH:9][NH:10][C:11]=1[C:12]1[NH:21][N:20]=[C:18]([C:17]([F:23])([F:22])[F:16])[N:13]=1)[CH2:2][CH2:3][CH2:4][CH3:5]. Procedure details: The mixture of methyl 4-(pentylamino)-1H-imidazole-5-carbimidothioate (0.53 g, 2.4 mmol) and trifluoroacetic acid hydrazide (0.45 g, 3.5 mmol) in ethanol (10 mL) was refluxed overnight. The reaction mixture was concentrated to yield the product as slightly green viscous oil. LCMS calculated for C11H16F3N6(M+H): 289.1. found: 289.1. Product: N#CNc1cccc([N+](=O)[O-])c1. RXN SMILES: [C:14]([O-:15])(=[O:16])[CH3:17].[C:19]([OH:20])(=[O:21])[CH3:22].[N+:1](=[O:2])([O-:3])[c:4]1[cH:5][c:6]([NH2:7])[cH:8][cH:9][cH:10]1.[N:11]#[C:12][Cl:13].[Na+:18]>>[N+:1](=[O:2])([O-:3])[c:4]1[cH:5][c:6]([NH:7][C:12]#[N:11])[cH:8][cH:9][cH:10]1. Reactants: CC(=O)[O-], CC(=O)O, Nc1cccc([N+](=O)[O-])c1, N#CCl, [Na+]. Starting materials: Cl (HCl), FC(CO)CCCCC ((-)-2-fluoroheptanol), N1=CC=CC=C1 (pyridine), C1(=CC=C(C=C1)S(=O)(=O)Cl)C (p-toluenesulfonyl chloride). Conditions: time 30 minute. Product: C1(=CC=C(C=C1)S(=O)(=O)OCC(CCCCC)F)C ((+)-2-fluoroheptyl p-toluenesulfonate). Isolated yield 66.7%. RXN SMILES: [F:1][CH:2]([CH2:5][CH2:6][CH2:7][CH2:8][CH3:9])[CH2:3][OH:4].N1C=CC=CC=1.[C:16]1([CH3:26])[CH:21]=[CH:20][C:19]([S:22](Cl)(=[O:24])=[O:23])=[CH:18][CH:17]=1.Cl>>[C:16]1([CH3:26])[CH:21]=[CH:20][C:19]([S:22]([O:4][CH2:3][CH:2]([F:1])[CH2:5][CH2:6][CH2:7][CH2:8][CH3:9])(=[O:24])=[O:23])=[CH:18][CH:17]=1. Reported procedure: In a vessel sufficiently replaced with nitrogen, 0.40 g (3.0 mmol) of (-)-2-fluoroheptanol and 1.00 g (13 mmol) of dry pyridine were placed and stirred for 30 min. under cooling on an ice bath. Into the solution, 0.69 g (3.6 mmol) of p-toluenesulfonyl chloride was added, and the mixture was stirred for 5 hours. After the reaction, 10 ml of 1N-HCl was added, and the resultant mixture was subjected to two times of extraction with 10 ml of methylene chloride. The extract liquid was washed once with... Reactants: [H-].[Na+] (NaH), FC(C=1C=CC=C(C1)NC#C[Si](C)(C)C)(F)F (5-trifluoromethyl-2-trimethylsilanylethynylphenylamine). Run in CCO (EtOH), CCO (EtOH). Conditions: time 2 hour. Yields the product FC(C1=CC=C2C=CNC2=C1)(F)F (6-Trifluoromethyl-1H-indole). RXN SMILES: [H-].[Na+].[F:3][C:4]([F:19])([F:18])[C:5]1[CH:6]=[CH:7][CH:8]=[C:9]([NH:11][C:12]#[C:13][Si](C)(C)C)[CH:10]=1>CCO>[F:3][C:4]([F:19])([F:18])[C:5]1[CH:10]=[C:9]2[C:8]([CH:13]=[CH:12][NH:11]2)=[CH:7][CH:6]=1 |f:0.1|. Procedure details: Carefully add NaH (10.83 g, 60% in oil, 270.8 mmol, 4 eq.) to EtOH (200 mL). When cool, add a solution of 5-trifluoromethyl-2-trimethylsilanylethynylphenylamine (22.3 g, 67.7 mmol) in EtOH (400 mL) with vigorous stirring. After 2 hours, heat to reflux. After 4 hours, evaporate in vacuo to remove the EtOH and dilute the residue obtained with water and extract with Et2O. Combine the organic layers and wash with brine, dry over MgSO4, filter, and evaporate to give a dark oil. Absorbed the oil onto ... Reactants: OC(C[C@@]1(CCN(C(O1)=O)[C@@H]1CNCC1)C1=CC=CC=C1)(C)C ((S)-6-(2-hydroxy-2-methylpropyl)-6-phenyl-3-((S)-pyrrolidin-3-yl)-1,3-oxazinan-2-one), ClC1=NC=C(C=N1)Cl (2,5-dichloropyrimidine). Product: ClC=1C=NC(=NC1)N1C[C@H](CC1)N1C(O[C@](CC1)(C1=CC=CC=C1)CC(C)(C)O)=O ((S)-3-((S)-1-(5-chloropyrimidin-2-yl)pyrrolidin-3-yl)-6-(2-hydroxy-2-methylpropyl)-6-phenyl-1,3-oxazinan-2-one). RXN SMILES: [OH:1][C:2]([CH3:23])([CH3:22])[CH2:3][C@@:4]1([C:16]2[CH:21]=[CH:20][CH:19]=[CH:18][CH:17]=2)[O:9][C:8](=[O:10])[N:7]([C@H:11]2[CH2:15][CH2:14][NH:13][CH2:12]2)[CH2:6][CH2:5]1.Cl[C:25]1[N:30]=[CH:29][C:28]([Cl:31])=[CH:27][N:26]=1>>[Cl:31][C:28]1[CH:27]=[N:26][C:25]([N:13]2[CH2:14][CH2:15][C@H:11]([N:7]3[CH2:6][CH2:5][C@:4]([CH2:3][C:2]([OH:1])([CH3:23])[CH3:22])([C:16]4[CH:21]=[CH:20][CH:19]=[CH:18][CH:17]=4)[O:9][C:8]3=[O:10])[CH2:12]2)=[N:30][CH:29]=1. Procedure: The title compound was prepared following a procedure analogous to that described in Example 1 using (S)-6-(2-hydroxy-2-methylpropyl)-6-phenyl-3-((S)-pyrrolidin-3-yl)-1,3-oxazinan-2-one and 2,5-dichloropyrimidine at 150° C. for 20 min. LC-MS Method 1 tR=1.51 min, m/z=431,433(M+1); 1H NMR (CD3OD) 8.24(s, 2H), 7.41-7.27(m, 5H), 4.78(m, 1H), 3.71-3.57(m, 2H), 2.73(m, 1H), 2.52(m, 2H), 2.17(s, 2H), 1.24(s, 3H), 0.93(s, 3H).